Dataset: the Open Reaction Database (ORD), a public repository of structured organic reaction records. Task: describe an organic reaction: reactants, conditions, products, and yield Reactants: CC(C)(C)OC(=O)N1CCCCC1CCCO, C[N+]1([O-])CCOCC1, CCC[N+](CCC)(CCC)CCC, ClCCl, O=[Ru](=O)(=O)[O-]. Product: CC(C)(C)OC(=O)N1CCCCC1CCC=O. RXN SMILES: [C:1]([CH3:2])([CH3:3])([CH3:4])[O:5][C:6](=[O:7])[N:8]1[CH:9]([CH2:14][CH2:15][CH2:16][OH:17])[CH2:10][CH2:11][CH2:12][CH2:13]1.[CH3:18][N+:19]1([O-:25])[CH2:20][CH2:21][O:22][CH2:23][CH2:24]1.[CH3:34][CH2:35][CH2:36][N+:37]([CH2:38][CH2:39][CH3:40])([CH2:41][CH2:42][CH3:43])[CH2:44][CH2:45][CH3:46].[Cl:26][CH2:27][Cl:28].[O-:29][Ru:30](=[O:31])(=[O:32])=[O:33]>>[C:1]([CH3:2])([CH3:3])([CH3:4])[O:5][C:6](=[O:7])[N:8]1[CH:9]([CH2:14][CH2:15][CH:16]=[O:17])[CH2:10][CH2:11][CH2:12][CH2:13]1.